From a dataset of the Open Reaction Database (ORD), a public repository of structured organic reaction records. describe an organic reaction: reactants, conditions, products, and yield Starting materials: [BH4-].[Na+] (Sodium borohydride), COC(C1=CC=C(C=C1)C=1SC(=CC1)C=O)=O (4-(5-formylthiophen-2-yl)benzoic acid methyl ester). Solvent: CO.ClCCl (methanol dichloromethane). Reported procedure: Sodium borohydride (155 mg, 4.1 mmol) is added to a solution of 4-(5-formylthiophen-2-yl)benzoic acid methyl ester (1.01 g, 4.1 mmol) in methanol/dichloromethane (16 ml/4 ml) and the resulting solution is stirred for 90 minutes at room temperature. The reaction is quenched by the addition of saturated aqueous ammonium chloride solution (100 ml) and extracted with dichloromethane (100 ml). The organic layer is washed with brine, dried over magnesium sulphate, filtered and concentrated in vacuo to... The yield is 78.6%. Product: COC(C1=CC=C(C=C1)C=1SC(=CC1)CO)=O (4-(5-hydroxymethyl-thiophen-2-yl)benzoic acid methyl ester). Run at time 90 minute. As a reaction SMILES: [BH4-].[Na+].[CH3:3][O:4][C:5](=[O:19])[C:6]1[CH:11]=[CH:10][C:9]([C:12]2[S:13][C:14]([CH:17]=[O:18])=[CH:15][CH:16]=2)=[CH:8][CH:7]=1>CO.ClCCl>[CH3:3][O:4][C:5](=[O:19])[C:6]1[CH:11]=[CH:10][C:9]([C:12]2[S:13][C:14]([CH2:17][OH:18])=[CH:15][CH:16]=2)=[CH:8][CH:7]=1 |f:0.1,3.4|. Starting materials: C1(=CC=CC=C1)[C@H]1N(CCN(C1)S(=O)(=O)C1=CC=C(C=C1)C)S(=O)(=O)C1=CC=C(C=C1)C ((R)-2-phenyl-1,4-bis(p-toluenesulphonyl)piperazine), C1(=CC=CC=C1)O (phenol), Br (hydrobromic acid), C(C)(C)OC(C)C (isopropyl ether). The solvent is O (water). Run at temperature 120 celsius, time 5 hour. The product is C1(=CC=CC=C1)[C@H]1NCCNC1 ((R)-2-Phenylpiperazine). Yield: 66.7%. As a reaction SMILES: [C:1]1([C@@H:7]2[CH2:12][N:11](S(C3C=CC(C)=CC=3)(=O)=O)[CH2:10][CH2:9][N:8]2S(C2C=CC(C)=CC=2)(=O)=O)[CH:6]=[CH:5][CH:4]=[CH:3][CH:2]=1.C1(O)C=CC=CC=1.Br.C(OC(C)C)(C)C>O>[C:1]1([C@@H:7]2[CH2:12][NH:11][CH2:10][CH2:9][NH:8]2)[CH:2]=[CH:3][CH:4]=[CH:5][CH:6]=1. Reported procedure: A mixture of (R)-2-phenyl-1,4-bis(p-toluenesulphonyl)piperazine (10 g) and phenol (9.4 g) in 48% strength hydrobromic acid (100 cc) is heated with very vigorous stirring to a temperature in the region of 120° C. for 5 hours. After cooling to approximately 80° C., the reaction mixture is treated with water (250 cc), cooled to about 20° C. and washed with dichloromethane (5×100 cc). The aqueous phase is concentrated under reduced pressure (20 kPa) at approximately 80° C. The residue is taken up wi... Starting materials: C(C)(=O)N1CCC(CC1)C(C1=C(C=CC(=C1)F)O)=O (1-acetyl-4-(5-fluoro-2-hydroxybenzoyl)piperidine), Cl.NO (hydroxylamine hydrochloride), C(C)(=O)[O-].[NH4+] (ammonium acetate), ethanol-ether, C(C)O (ethanol). Run in C1CCCCC1 (cyclohexane), C(C)(=O)OCC (ethyl acetate). Yields the product C(C)(=O)N1CCC(CC1)C(C1=C(C=CC(=C1)F)O)=NO (1-Acetyl-4-(5-fluoro-2-hydroxybenzoyl)piperidine oxime). Isolated yield 65.6%. Reaction SMILES: [C:1]([N:4]1[CH2:9][CH2:8][CH:7]([C:10](=O)[C:11]2[CH:16]=[C:15]([F:17])[CH:14]=[CH:13][C:12]=2[OH:18])[CH2:6][CH2:5]1)(=[O:3])[CH3:2].Cl.[NH2:21][OH:22].C([O-])(=O)C.[NH4+].C(O)C>C(OCC)(=O)C.C1CCCCC1>[C:1]([N:4]1[CH2:9][CH2:8][CH:7]([C:10](=[N:21][OH:22])[C:11]2[CH:16]=[C:15]([F:17])[CH:14]=[CH:13][C:12]=2[OH:18])[CH2:6][CH2:5]1)(=[O:3])[CH3:2] |f:1.2,3.4|. Procedure details: A mixture of 12.7 g of 1-acetyl-4-(5-fluoro-2-hydroxybenzoyl)piperidine, 6.6 g of hydroxylamine hydrochloride, 11.0 g of ammonium acetate and 200 ml of ethanol-ether was heated under reflux for 10 hrs. After cooling, most of the ethanol was removed under reduced pressure. The resultant suspension was diluted with water and extracted with dichloromethane. The dichloromethane was evaporated in vacuo to give an oil. The oil was dissolved in ethyl acetate and cyclohexane was added to precipitate a s... Reactants: CS(=O)(=O)N1CCC(CC1)C1CCNCC1 (1-methanesulphonyl-[4,4′]bipiperidinyl), O=C1NC2=C(CCN1C1CCN(CC1)C(=O)O[C@H](CC1=CC(=C(C(=C1)Br)O)Br)C(=O)O)C=CC=C2 ((R)-1-carboxy-2-(3,5-dibromo-4-hydroxy-phenyl)-ethyl 4-(2-oxo-1,2,4,5-tetrahydro-1,3-benzodiazepin-3-yl)-piperidine-1-carboxylate), CN(C)C(=[N+](C)C)ON1C2=C(C=CC=C2)N=N1.[B-](F)(F)(F)F (TBTU), C(C)N(C(C)C)C(C)C (ethyldiisopropylamine). Run in C1CCOC1 (THF), CCOC(=O)C (EtOAc). Reaction conditions: time 8 hour. Product: O=C1NC2=C(CCN1C1CCN(CC1)C(=O)O[C@@H](C(=O)N1CCC(CC1)C1CCN(CC1)S(=O)(=O)C)CC1=CC(=C(C(=C1)Br)O)Br)C=CC=C2 ((R)-1-(3,5-dibromo-4-hydroxy-benzyl)-2-(1′-methanesulphonyl-4,4′-bipiperidinyl-1-yl)-2-oxo-ethyl 4-(2-oxo-1,2,4,5-tetrahydro-1,3-benzodiazepin-3-yl)-piperidine-1-carboxylate). Reaction SMILES: [O:1]=[C:2]1[N:8]([CH:9]2[CH2:14][CH2:13][N:12]([C:15]([O:17][C@@H:18]([C:29](O)=[O:30])[CH2:19][C:20]3[CH:25]=[C:24]([Br:26])[C:23]([OH:27])=[C:22]([Br:28])[CH:21]=3)=[O:16])[CH2:11][CH2:10]2)[CH2:7][CH2:6][C:5]2[CH:32]=[CH:33][CH:34]=[CH:35][C:4]=2[NH:3]1.CN(C(ON1N=NC2C=CC=CC1=2)=[N+](C)C)C.[B-](F)(F)(F)F.C(N(C(C)C)C(C)C)C.[CH3:67][S:68]([N:71]1[CH2:76][CH2:75][CH:74]([CH:77]2[CH2:82][CH2:81][NH:80][CH2:79][CH2:78]2)[CH2:73][CH2:72]1)(=[O:70])=[O:69]>C1COCC1.CCOC(C)=O>[O:1]=[C:2]1[N:8]([CH:9]2[CH2:10][CH2:11][N:12]([C:15]([O:17][C@H:18]([CH2:19][C:20]3[CH:21]=[C:22]([Br:28])[C:23]([OH:27])=[C:24]([Br:26])[CH:25]=3)[C:29]([N:80]3[CH2:79][CH2:78][CH:77]([CH:74]4[CH2:73][CH2:72][N:71]([S:68]([CH3:67])(=[O:70])=[O:69])[CH2:76][CH2:75]4)[CH2:82][CH2:81]3)=[O:30])=[O:16])[CH2:13][CH2:14]2)[CH2:7][CH2:6][C:5]2[CH:32]=[CH:33][CH:34]=[CH:35][C:4]=2[NH:3]1 |f:1.2|. Reported procedure: A solution of 130 mg (0.21 mmol) of (R)-1-carboxy-2-(3,5-dibromo-4-hydroxy-phenyl)-ethyl 4-(2-oxo-1,2,4,5-tetrahydro-1,3-benzodiazepin-3-yl)-piperidine-1-carboxylate, 80 mg (0.25 mmol) TBTU and 50 μL (0.27 mmol) ethyldiisopropylamine in 10 mL THF was stirred for 50 min at RT. Then 60 mg (0.24 mmol) 1-methanesulphonyl-[4,4′]bipiperidinyl were added and the reaction mixture was stirred overnight at RT. The reaction solution was diluted with 50 mL EtOAc, extracted twice with 30 mL 15% K2CO3 solutio... Starting materials: Fc1cccc(CBr)c1, CCCCc1nc(C)[nH]c(=O)c1Cc1ccc(-c2ccccc2C#N)cc1, CN(C)C=O, CCOC(C)=O, [H-], [Na+]. The product is CCCCc1nc(C)n(Cc2cccc(F)c2)c(=O)c1Cc1ccc(-c2ccccc2C#N)cc1. Reaction SMILES: [Br:35][CH2:36][c:37]1[cH:38][c:39]([F:43])[cH:40][cH:41][cH:42]1.[CH2:1]([CH2:2][CH2:3][CH3:4])[c:5]1[n:6][c:7]([CH3:27])[nH:8][c:9](=[O:26])[c:10]1[CH2:11][c:12]1[cH:13][cH:14][c:15](-[c:18]2[c:19]([C:24]#[N:25])[cH:20][cH:21][cH:22][cH:23]2)[cH:16][cH:17]1.[CH3:30][N:31]([CH3:32])[CH:33]=[O:34].[CH3:44][CH2:45][O:46][C:47](=[O:48])[CH3:49].[H-:28].[Na+:29]>>[CH2:1]([CH2:2][CH2:3][CH3:4])[c:5]1[n:6][c:7]([CH3:27])[n:8]([CH2:36][c:37]2[cH:38][c:39]([F:43])[cH:40][cH:41][cH:42]2)[c:9](=[O:26])[c:10]1[CH2:11][c:12]1[cH:13][cH:14][c:15](-[c:18]2[c:19]([C:24]#[N:25])[cH:20][cH:21][cH:22][cH:23]2)[cH:16][cH:17]1. The reactants are O=C1CCC(=O)N1Cl, O=[N+]([O-])C=C1SCCCN1S(=O)(=O)Cc1ccccc1. The product is O=[N+]([O-])C(Cl)=C1SCCCN1S(=O)(=O)Cc1ccccc1. Reaction SMILES: [Cl:21][N:22]1[C:23](=[O:24])[CH2:25][CH2:26][C:27]1=[O:28].[c:1]1([CH2:7][S:8](=[O:9])(=[O:10])[N:11]2[C:12](=[CH:17][N+:18](=[O:19])[O-:20])[S:13][CH2:14][CH2:15][CH2:16]2)[cH:2][cH:3][cH:4][cH:5][cH:6]1>>[c:1]1([CH2:7][S:8](=[O:9])(=[O:10])[N:11]2[C:12](=[C:17]([N+:18](=[O:19])[O-:20])[Cl:21])[S:13][CH2:14][CH2:15][CH2:16]2)[cH:2][cH:3][cH:4][cH:5][cH:6]1.